This data is from the Open Reaction Database (ORD), a public repository of structured organic reaction records. The task is: describe an organic reaction: reactants, conditions, products, and yield Solvent: CN(C)C=O (DMF). Yields the product CC=1SC(=CC1S(=O)(=O)N1C=CC2=C3C(=CC=C12)OCCN(C3C)C(=O)OC(C)(C)C)C (tert-butyl 8-[(2,5-dimethyl-3-thienyl)sulfonyl]-1-methyl-1,3,4,8-tetrahydro-2H-[1,4]oxazepino[6,7-e]indole-2-carboxylate). Run at time 8 hour. Reactants: CC=1SC(=CC1S(=O)(=O)Cl)C (2,5-dimethyl-3-thienyl sulfonyl chloride), CC1N(CCOC=2C1=C1C=CNC1=CC2)C(=O)OC(C)(C)C (tert-butyl 1-methyl-1,3,4,8-tetrahydro-2H-[1,4]oxazepino[6,7-e]indole-2-carboxylate), CC1N(CCOC=2C1=C1C=CNC1=CC2)C(=O)OC(C)(C)C (tert-butyl 1-methyl-1,3,4,8-tetrahydro-2H-[1,4]oxazepino[6,7-e]indole-2-carboxylate), [H-].[Na+] (sodium hydride). Yield: 15.2%. As a reaction SMILES: [CH3:1][CH:2]1[C:8]2=[C:9]3[C:13](=[CH:14][CH:15]=[C:7]2[O:6][CH2:5][CH2:4][N:3]1[C:16]([O:18][C:19]([CH3:22])([CH3:21])[CH3:20])=[O:17])[NH:12][CH:11]=[CH:10]3.[H-].[Na+].[CH3:25][C:26]1[S:27][C:28]([CH3:35])=[CH:29][C:30]=1[S:31](Cl)(=[O:33])=[O:32]>CN(C=O)C>[CH3:25][C:26]1[S:27][C:28]([CH3:35])=[CH:29][C:30]=1[S:31]([N:12]1[C:13]2[C:9](=[C:8]3[CH:2]([CH3:1])[N:3]([C:16]([O:18][C:19]([CH3:21])([CH3:20])[CH3:22])=[O:17])[CH2:4][CH2:5][O:6][C:7]3=[CH:15][CH:14]=2)[CH:10]=[CH:11]1)(=[O:33])=[O:32] |f:1.2|. Procedure: tert-Butyl 1-methyl-1,3,4,8-tetrahydro-2H-[1,4]oxazepino[6,7-e]indole-2-carboxylate (Intermediate 42, 25 mg, 0.083 mmol) was dissolved in DMF (1 mL) and sodium hydride (60% in mineral oil, 4.0 mg, 0.17 mmol) was added. The reaction mixture was stirred at room temperature for 15 minutes before 2,5-dimethyl-3-thienyl sulfonyl chloride (24 mg, 0.11 mmol) was added. The reaction mixture was allowed to stir at room temperature overnight. The reaction was quenched by addition of water and the crude pr... Reactants: Cl (hydrochloric acid), C(C)O (ethanol), CC1=CC=C(S1)C1CC2=C(C(=CO2)C)C(C1)=O (6-(5-methyl-2-thienyl)-3-methyl-4,5,6,7-tetrahydrobenzofuran-4-one), C(=N)(N)NN.Cl (aminoguanidine hydrochloride). Reaction conditions: temperature 90 celsius, time 2 hour. Yields the product Cl.N(C(=N)N)\N=C\1/C(C(CC2=C1C=CO2)C=2SC(=CC2)C)C ((E)-4-guanidinoimino-6-(5-methyl-2-thienyl)-5-methyl-4,5,6,7-tetrahydrobenzofuran hydrochloride). RXN SMILES: [CH3:1][C:2]1[S:6][C:5]([CH:7]2[CH2:16][C:15](=O)[C:10]3[C:11](C)=[CH:12][O:13][C:9]=3[CH2:8]2)=[CH:4][CH:3]=1.[C:18]([NH:21][NH2:22])([NH2:20])=[NH:19].[ClH:23].Cl.[CH2:25](O)C>>[ClH:23].[NH:21](/[N:22]=[C:15]1\[CH:16]([CH3:25])[CH:7]([C:5]2[S:6][C:2]([CH3:1])=[CH:3][CH:4]=2)[CH2:8][C:9]2[O:13][CH:12]=[CH:11][C:10]\1=2)[C:18]([NH2:20])=[NH:19] |f:1.2,5.6|. Procedure details: To a mixture of 6-(5-methyl-2-thienyl)-3-methyl-4,5,6,7-tetrahydrobenzofuran-4-one (0.18 g) and aminoguanidine hydrochloride (81 mg) were added ethanol (15 ml) and 6N hydrochloric acid (0.063 ml), and the mixture was stirred at 90° C. for 2 hours and cooled. The reaction solution was concentrated under reduced pressure, and the residue was washed with ethanol, ethyl acetate and isopropylether, and dried to give (E)-4-guanidinoimino-6-(5-methyl-2-thienyl)-5-methyl-4,5,6,7-tetrahydrobenzofuran hyd... Starting materials: FC(C(=O)OC)(OC(C(OC(C(Cl)(F)F)(Cl)F)(F)F)(C(F)(F)F)F)F (methyl perfluoro-7,8-dichloro-4-methyl-3,6-dioxaoctanoate), II (iodine). Reagents/catalysts: [Zn] (zinc). Run in COCCOCCOC (diethylene glycol dimethyl ether). Run at temperature 140 celsius. Yields the product FC(C(=O)OC)(OC(C(OC(=C(F)F)F)(F)F)(C(F)(F)F)F)F (Methyl perfluoro-4-methyl-3,6-dioxa-7-octenoate). Reaction SMILES: [F:1][C:2]([F:25])([O:7][C:8]([F:24])([C:20]([F:23])([F:22])[F:21])[C:9]([F:19])([F:18])[O:10][C:11]([F:17])(Cl)[C:12]([F:15])([F:14])Cl)[C:3]([O:5][CH3:6])=[O:4].II>[Zn].COCCOCCOC>[F:1][C:2]([F:25])([O:7][C:8]([F:24])([C:20]([F:21])([F:22])[F:23])[C:9]([F:19])([F:18])[O:10][C:11]([F:17])=[C:12]([F:14])[F:15])[C:3]([O:5][CH3:6])=[O:4]. Procedure details: A mixture of 10 g crude methyl perfluoro-7,8-dichloro-4-methyl-3,6-dioxaoctanoate, 5 g zinc dust, 50 ml anhydrous diethylene glycol dimethyl ether and 0.1 g iodine was heated to 140° C., and then distilled. The distillate was washed with water and the product chromatographed to yield appreciable amounts of CF2 =CFOCF2CF(CF3)OCF2COOCH3. The structure of the final product was proven by IR spectroscopy and by conversion with bromine to CF2BrCFBrOCF2CF(CF3)OCF2COOCH3. The structure of the vinyl ethe...